The task is: describe an organic reaction: reactants, conditions, products, and yield. This data is from the Open Reaction Database (ORD), a public repository of structured organic reaction records. Starting materials: COC1=CC=C(C(=O)C2CCN(CC2)C2C(NCC2)=O)C=C1 (3-(4-(4-methoxybenzoyl)piperidin-1-yl)pyrrolidin-2-one), BrCC=1C=CC(=C(C#N)C1)Cl (5-(bromomethyl)-2-chlorobenzonitrile), [H-].[Na+] (NaH). Run in C1CCOC1 (THF), CN(C)C=O (DMF). Product: ClC1=C(C#N)C=C(C=C1)CN1C(C(CC1)N1CCC(CC1)C(C1=CC=C(C=C1)OC)=O)=O (2-Chloro-5-((3-(4-(4-methoxybenzoyl)piperidin-1-yl)-2-oxopyrrolidin-1-yl)methyl)benzonitrile). RXN SMILES: [CH3:1][O:2][C:3]1[CH:22]=[CH:21][C:6]([C:7]([CH:9]2[CH2:14][CH2:13][N:12]([CH:15]3[CH2:19][CH2:18][NH:17][C:16]3=[O:20])[CH2:11][CH2:10]2)=[O:8])=[CH:5][CH:4]=1.Br[CH2:24][C:25]1[CH:26]=[CH:27][C:28]([Cl:33])=[C:29]([CH:32]=1)[C:30]#[N:31].[H-].[Na+]>C1COCC1.CN(C=O)C>[Cl:33][C:28]1[CH:27]=[CH:26][C:25]([CH2:24][N:17]2[CH2:18][CH2:19][CH:15]([N:12]3[CH2:13][CH2:14][CH:9]([C:7](=[O:8])[C:6]4[CH:5]=[CH:4][C:3]([O:2][CH3:1])=[CH:22][CH:21]=4)[CH2:10][CH2:11]3)[C:16]2=[O:20])=[CH:32][C:29]=1[C:30]#[N:31] |f:2.3|. Reported procedure: To a mixture of 3-(4-(4-methoxybenzoyl)piperidin-1-yl)pyrrolidin-2-one (70 mg, 0.232 mmol) and 5-(bromomethyl)-2-chlorobenzonitrile (80 mg, 0.347 mmol) in THF (1 mL) and DMF (0.1 mL) was added NaH (46.3 mg, 1.16 mmol, 60%). The reaction was concentrated in vacuo then taken up in dichlormethane and MeOH and filtered through a short plug of silica gel. The pooled fractions containing the title material were pooled, concentrated and neutralized with NaHCO3. MeOH was added and the solution was coole... The reactants are ClC1=C(C=C(C(=C1)OC)C)C1=C(N=CC(=N1)N1N=NC2=C1C=CC=C2)C (1-[6-(2-Chloro-4-methoxy-5-methyl-phenyl)-5-methyl-pyrazin-2-yl]-1H-benzotriazole), COC1=C(C=C(C=C1)OC)[Mg]Br (2,5-dimethoxyphenyl magnesium bromide), C1(=CC=CC=C1)C (toluene). Solvent: C1CCOC1 (THF). Run at temperature 150 celsius. Yields the product ClC1=C(C=C(C(=C1)OC)C)C=1C(=NC=C(N1)C1(CC1)C1=C(C=CC(=C1)OC)OC)C (3-(2-Chloro-4-methoxy-5-methyl-phenyl)-5-[1-(2,5-dimethoxy-phenyl)-cyclopropyl]-2-methyl-pyrazine). RXN SMILES: [Cl:1][C:2]1[CH:7]=[C:6]([O:8][CH3:9])[C:5]([CH3:10])=[CH:4][C:3]=1[C:11]1[N:16]=[C:15](N2C3C=CC=CC=3N=N2)[CH:14]=[N:13][C:12]=1[CH3:26].[CH3:27][O:28][C:29]1[CH:34]=[CH:33][C:32]([O:35][CH3:36])=[CH:31][C:30]=1[Mg]Br.[C:39]1([CH3:45])C=CC=C[CH:40]=1>C1COCC1>[Cl:1][C:2]1[CH:7]=[C:6]([O:8][CH3:9])[C:5]([CH3:10])=[CH:4][C:3]=1[C:11]1[C:12]([CH3:26])=[N:13][CH:14]=[C:15]([C:45]2([C:30]3[CH:31]=[C:32]([O:35][CH3:36])[CH:33]=[CH:34][C:29]=3[O:28][CH3:27])[CH2:39][CH2:40]2)[N:16]=1. Reported procedure: To 46 mg 1-[6-(2-Chloro-4-methoxy-5-methyl-phenyl)-5-methyl-pyrazin-2-yl]-1H-benzotriazole (0.12 mmol) in 200 μL toluene was added 100 μL 0.5 M 2,5-dimethoxyphenyl magnesium bromide in THF. The solution is subjected three times to 3 GHz microwave radiation heating to 150° C. for 15 min. After quenching with saturated ammonium chloride, the organic phase was directly subjected to column chromatography eluting with hexanes DCM followed by hexane ethyl acetate (0.1% Et3N) . Fractions containing the... Reactants: Cc1nc2c(c(=O)[nH]1)-c1cc(S(=O)(=O)Cl)ccc1CC2, Nc1ccc([N+](=O)[O-])cc1, c1ccncc1. Yields the product Cc1nc2c(c(=O)[nH]1)-c1cc(S(=O)(=O)Nc3ccc([N+](=O)[O-])cc3)ccc1CC2. RXN SMILES: [CH3:1][c:2]1[n:3][c:4]2[c:9]([c:10](=[O:12])[nH:11]1)-[c:8]1[c:7]([cH:16][cH:15][c:14]([S:17](=[O:18])(=[O:19])[Cl:20])[cH:13]1)[CH2:6][CH2:5]2.[N+:21](=[O:22])([O-:23])[c:24]1[cH:25][cH:26][c:27]([NH2:28])[cH:29][cH:30]1.[cH:31]1[cH:32][cH:33][n:34][cH:35][cH:36]1>>[CH3:1][c:2]1[n:3][c:4]2[c:9]([c:10](=[O:12])[nH:11]1)-[c:8]1[c:7]([cH:16][cH:15][c:14]([S:17](=[O:18])(=[O:19])[NH:28][c:27]3[cH:26][cH:25][c:24]([N+:21](=[O:22])[O-:23])[cH:30][cH:29]3)[cH:13]1)[CH2:6][CH2:5]2. Starting materials: COC(=O)c1cccc2nc(-c3ccc(CBr)cc3)oc12, C1CNCCN1, CO. The product is COC(=O)c1cccc2nc(-c3ccc(CN4CCNCC4)cc3)oc12. Reaction SMILES: [Br:1][CH2:2][c:3]1[cH:4][cH:5][c:6](-[c:9]2[o:10][c:11]3[c:12]([n:13]2)[cH:14][cH:15][cH:16][c:17]3[C:18](=[O:19])[O:20][CH3:21])[cH:7][cH:8]1.[CH2:22]1[CH2:23][NH:24][CH2:25][CH2:26][NH:27]1.[CH3:28][OH:29]>>[CH2:2]([c:3]1[cH:4][cH:5][c:6](-[c:9]2[o:10][c:11]3[c:12]([n:13]2)[cH:14][cH:15][cH:16][c:17]3[C:18](=[O:19])[O:20][CH3:21])[cH:7][cH:8]1)[N:24]1[CH2:23][CH2:22][NH:27][CH2:26][CH2:25]1. Reactants: FC1=C(C=CC=C1)[N+](=O)[O-] (2-fluoro-1-nitrobenzene), O=C(CC(=O)OC(C)(C)C)CCC(=O)OC (1-(1,1-dimethylethyl) 6-methyl 3-oxohexanedioate), [H-].[Na+] (NaH). Run in CN(C)C=O (DMF). Run at temperature 60 celsius. The product is [N+](=O)([O-])C1=C(C=CC=C1)C(C(=O)OC(C)(C)C)C(CCC(=O)OC)=O (1-(1,1-Dimethylethyl) 6-methyl 2-(2-nitrophenyl)-3-oxohexanedioate). Yield: 59.5%. As a reaction SMILES: [H-].[Na+].F[C:4]1[CH:9]=[CH:8][CH:7]=[CH:6][C:5]=1[N+:10]([O-:12])=[O:11].[O:13]=[C:14]([CH2:23][CH2:24][C:25]([O:27][CH3:28])=[O:26])[CH2:15][C:16]([O:18][C:19]([CH3:22])([CH3:21])[CH3:20])=[O:17]>CN(C=O)C>[N+:10]([C:5]1[CH:6]=[CH:7][CH:8]=[CH:9][C:4]=1[CH:15]([C:14](=[O:13])[CH2:23][CH2:24][C:25]([O:27][CH3:28])=[O:26])[C:16]([O:18][C:19]([CH3:22])([CH3:20])[CH3:21])=[O:17])([O-:12])=[O:11] |f:0.1|. Procedure details: To the suspension of NaH (2.3 g, 57.5 mmol) in DMF (50 mL) was added 2-fluoro-1-nitrobenzene (4.04 g, 28.7 mmol) and 1-(1,1-dimethylethyl) 6-methyl 3-oxohexanedioate (6.6 g, 28.7 mmol). The mixture was heated at 60° C. for 12 h. After cooling to room temperature, the mixture was quenched with NH4Cl aqueous solution, and extracted with ethyl acetate. The combined organic phase was dried over sodium sulfate, filtered, and concentrated. Purification via flash chromatography then afforded the title ... Reactants: Cl.Cl.C(#N)C1=CC=C(C=C1)S(=O)(=O)NCCN1CC2CNCC(C1)O2 (4-cyano-N-[2-(9-oxa-3,7-diaza-bicyclo[3.3.1]non-3-yl)-ethyl]-benzenesulfonamide dihydrochloride), O1N=C(C2=C1C=CC=C2)CCOS(=O)(=O)C (methanesulfonic acid 2-benzo[d]isoxazol-3-yl-ethyl ester), C([O-])([O-])=O.[K+].[K+] (potassium carbonate), C(C)#N (acetonitrile). Solvent: O (water). Run at temperature 160 celsius. Product: O1N=C(C2=C1C=CC=C2)CCN2CC1CN(CC(C2)O1)CCNS(=O)(=O)C1=CC=C(C=C1)C#N (N-{2-[7-(2-Benzo[d]isoxazol-3-yl-ethyl)-9-oxa-3,7-diaza-bicyclo[3.3.1]non-3-yl]-ethyl}-4-cyano-benzenesulfonamide). Yield: 41.5%. As a reaction SMILES: Cl.Cl.[C:3]([C:5]1[CH:10]=[CH:9][C:8]([S:11]([NH:14][CH2:15][CH2:16][N:17]2[CH2:24][CH:23]3[O:25][CH:19]([CH2:20][NH:21][CH2:22]3)[CH2:18]2)(=[O:13])=[O:12])=[CH:7][CH:6]=1)#[N:4].[O:26]1[C:30]2[CH:31]=[CH:32][CH:33]=[CH:34][C:29]=2[C:28]([CH2:35][CH2:36]OS(C)(=O)=O)=[N:27]1.C(=O)([O-])[O-].[K+].[K+].C(#N)C>O>[O:26]1[C:30]2[CH:31]=[CH:32][CH:33]=[CH:34][C:29]=2[C:28]([CH2:35][CH2:36][N:21]2[CH2:22][CH:23]3[O:25][CH:19]([CH2:18][N:17]([CH2:16][CH2:15][NH:14][S:11]([C:8]4[CH:9]=[CH:10][C:5]([C:3]#[N:4])=[CH:6][CH:7]=4)(=[O:13])=[O:12])[CH2:24]3)[CH2:20]2)=[N:27]1 |f:0.1.2,4.5.6|. Reported procedure: To 4-cyano-N-[2-(9-oxa-3,7-diaza-bicyclo[3.3.1]non-3-yl)-ethyl]-benzenesulfonamide dihydrochloride (0.123 g, 0.30 mmol, from prep E above), methanesulfonic acid 2-benzo[d]isoxazol-3-yl-ethyl ester (0.076 g, 0.315 mmol, from prep AD above) and potassium carbonate (0.145 g, 1.05 mmol; from Prep ) was added acetonitrile (4 mL) and water (0.1 mL). The mixture was heated by microwave irradiation (10 minutes, 160° C.) and was then filtered and evaporated. The crude product was purified by chromatograp...